This data is from the Open Reaction Database (ORD), a public repository of structured organic reaction records. The task is: describe an organic reaction: reactants, conditions, products, and yield Starting materials: C(C)(C)[Mg]Cl (Isopropyl magnesium chloride), Cl (HCl), C(C1=CC=CC=C1)OC1=CC=C(C=C1)I (1-Benzyloxy4-iodo-benzene), C(C)C1C(CCC(C1C)CO[Si](C)(C)C)=O (2-ethyl-3-methyl-4-trimethylsilanyloxymethyl-cyclohexanone). Solvent: C1CCOC1 (THF), C(C)(=O)OCC (ethyl acetate). Reaction conditions: temperature 25 celsius, time 3 hour. The product is C(C1=CC=CC=C1)OC1=CC=C(C=C1)C1(C(C(C(CC1)CO)C)CC)O (1-(4-benzyloxy-phenyl)-2-ethyl-4-hydroxymethyl-3-methyl-cyclohexanol). As a reaction SMILES: [CH2:1]([O:8][C:9]1[CH:14]=[CH:13][C:12](I)=[CH:11][CH:10]=1)[C:2]1[CH:7]=[CH:6][CH:5]=[CH:4][CH:3]=1.C([Mg]Cl)(C)C.[CH2:21]([CH:23]1[CH:28]([CH3:29])[CH:27]([CH2:30][O:31][Si](C)(C)C)[CH2:26][CH2:25][C:24]1=[O:36])[CH3:22].Cl>C1COCC1.C(OCC)(=O)C>[CH2:1]([O:8][C:9]1[CH:14]=[CH:13][C:12]([C:24]2([OH:36])[CH2:25][CH2:26][CH:27]([CH2:30][OH:31])[CH:28]([CH3:29])[CH:23]2[CH2:21][CH3:22])=[CH:11][CH:10]=1)[C:2]1[CH:7]=[CH:6][CH:5]=[CH:4][CH:3]=1. Procedure: 1-Benzyloxy4-iodo-benzene (5.70 g, 18.37 mmol) was dissolved in anhydrous THF (36 mL) at −10° C. Isopropyl magnesium chloride (1.0 M, 18.37 mL) was added and the mixture was stirred for 3 h. A solution of 2-ethyl-3-methyl-4-trimethylsilanyloxymethyl-cyclohexanone (12.0 g in 50 mL THF) was added slowly over 30 min by syringe pump. The reaction mixture was stirred for 30 min at 25° C. and then refluxed for 30 min. The reaction mixture was then cooled to 25° C., HCl (1.0 N, 80 mL) was added slowly,...